describe an organic reaction: reactants, conditions, products, and yield From a dataset of the Open Reaction Database (ORD), a public repository of structured organic reaction records. The reactants are O=C([O-])[O-], CCOC(=O)CC(OCC)c1ccc(O)cc1, CC(C)=O, [K+], [K+], O=[N+]([O-])c1cccc(CO)c1. Yields the product CCOC(=O)CC(OCC)c1ccc(OCc2cccc([N+](=O)[O-])c2)cc1. Reaction SMILES: [C:29](=[O:30])([O-:31])[O-:32].[CH2:1]([CH3:2])[O:3][CH:4]([CH2:5][C:6](=[O:7])[O:8][CH2:9][CH3:10])[c:11]1[cH:12][cH:13][c:14]([OH:17])[cH:15][cH:16]1.[CH3:35][C:36](=[O:37])[CH3:38].[K+:33].[K+:34].[N+:18](=[O:19])([O-:20])[c:21]1[cH:22][c:23]([CH2:24][OH:25])[cH:26][cH:27][cH:28]1>>[CH2:1]([CH3:2])[O:3][CH:4]([CH2:5][C:6](=[O:7])[O:8][CH2:9][CH3:10])[c:11]1[cH:12][cH:13][c:14]([O:17][CH2:24][c:23]2[cH:22][c:21]([N+:18](=[O:19])[O-:20])[cH:28][cH:27][cH:26]2)[cH:15][cH:16]1. Starting materials: ClCC(=O)NNC(=O)C1=CC=NN1 (N′-(2-chloroacetyl)-1H-pyrazole-5-carbohydrazide), COC=1C=CC(=CC1)P2(=S)SP(=S)(S2)C=3C=CC(=CC3)OC (Lawesson's reagent). The solvent is C1CCOC1 (THF). Product: ClCC=1SC(=NN1)C1=CC=NN1 (2-(chloromethyl)-5-(1H-pyrazol-5-yl)-1,3,4-thiadiazole). Yield: 55.8%. RXN SMILES: [Cl:1][CH2:2][C:3]([NH:5][NH:6][C:7]([C:9]1[NH:13][N:12]=[CH:11][CH:10]=1)=O)=O.COC1C=CC(P2(SP(C3C=CC(OC)=CC=3)(=S)S2)=[S:23])=CC=1>C1COCC1>[Cl:1][CH2:2][C:3]1[S:23][C:7]([C:9]2[NH:13][N:12]=[CH:11][CH:10]=2)=[N:6][N:5]=1. Reported procedure: N′-(2-chloroacetyl)-1H-pyrazole-5-carbohydrazide (110 mg, 0.54 mmol) and Lawesson's reagent (220 mg, 0.54 mmol) were suspended in THF 5.5 mL and then heated to reflux for 3 hr. The reaction mixture was concentrated and chromatographed on silica gel eluting with a gradient solvent mixture of AcOEt and hexanes to give the title compound as white solid (60.5 mg). Reactants: COc1ccccc1C1CCNC1, CC#N, Cl, [K+], [K+], O=C([O-])[O-], Cc1ccc(S(=O)(=O)OCC2COc3ccccc3O2)cc1. Yields the product COc1ccccc1C1CCN(CC2COc3ccccc3O2)C1. As a reaction SMILES: [CH3:23][O:24][c:25]1[c:26]([CH:31]2[CH2:32][NH:33][CH2:34][CH2:35]2)[cH:27][cH:28][cH:29][cH:30]1.[CH3:43][C:44]#[N:45].[ClH:36].[K+:37].[K+:38].[O-:39][C:40]([O-:41])=[O:42].[O:1]1[CH:2]([CH2:11][O:12][S:13]([c:14]2[cH:15][cH:16][c:17]([CH3:18])[cH:19][cH:20]2)(=[O:21])=[O:22])[CH2:3][O:4][c:5]2[c:6]1[cH:7][cH:8][cH:9][cH:10]2>>[O:1]1[CH:2]([CH2:11][N:33]2[CH2:32][CH:31]([c:26]3[c:25]([O:24][CH3:23])[cH:30][cH:29][cH:28][cH:27]3)[CH2:35][CH2:34]2)[CH2:3][O:4][c:5]2[c:6]1[cH:7][cH:8][cH:9][cH:10]2. Procedure details: To a solution of 1.5 g of N-t-butyl-N'-(3,5-difluorophenyl)thiourea produced in Example A-8 in 27 ml of THF were added 0.46 g of cyanamide, 2.2 g of DCC and 0.14 ml of diisopropylethylamine. The mixture was refluxed for 24 hours and evaporated in vacuo. The residue was mixed with 100 ml of benzene and the resulting crystals were filtered off. The filtrate was concentrated in vacuo. The residue was purified by silica gel column chromatography using a 9:1 mixture of benzene-ethyl acetate as a solv... Reactants: C(C)(C)(C)NC(=S)NC1=CC(=CC(=C1)F)F (N-t-butyl-N'-(3,5-difluorophenyl)thiourea), N#CN (cyanamide), C1CCC(CC1)N=C=NC2CCCCC2 (DCC), C(C)(C)N(CC)C(C)C (diisopropylethylamine). Yield: 32.3%. RXN SMILES: [C:1]([NH:5][C:6]([NH:8][C:9]1[CH:14]=[C:13]([F:15])[CH:12]=[C:11]([F:16])[CH:10]=1)=S)([CH3:4])([CH3:3])[CH3:2].[N:17]#[C:18][NH2:19].C1CCC(N=C=NC2CCCCC2)CC1.C(N(C(C)C)CC)(C)C>C1COCC1>[C:1]([NH:5][C:6]([NH:19][C:18]#[N:17])=[N:8][C:9]1[CH:14]=[C:13]([F:15])[CH:12]=[C:11]([F:16])[CH:10]=1)([CH3:4])([CH3:3])[CH3:2]. Run in C1CCOC1 (THF). Yields the product C(C)(C)(C)NC(=NC1=CC(=CC(=C1)F)F)NC#N (N-t-butyl-N'-cyano-N"-(3,5-difluorophenyl)guanidine). The reactants are COc1ccccc1COc1ccc(N)cc1OC, CC(C)O, Clc1ncnc2ccsc12. Yields the product Cl, COc1ccccc1COc1ccc(Nc2ncnc3ccsc23)cc1OC. As a reaction SMILES: [CH3:11][O:12][c:13]1[cH:14][c:15]([NH2:16])[cH:17][cH:18][c:19]1[O:20][CH2:21][c:22]1[c:23]([O:28][CH3:29])[cH:24][cH:25][cH:26][cH:27]1.[CH3:30][CH:31]([OH:32])[CH3:33].[Cl:1][c:2]1[c:3]2[c:4]([n:5][cH:6][n:7]1)[cH:8][cH:9][s:10]2>>[ClH:1].[c:2]1([NH:16][c:15]2[cH:14][c:13]([O:12][CH3:11])[c:19]([O:20][CH2:21][c:22]3[c:23]([O:28][CH3:29])[cH:24][cH:25][cH:26][cH:27]3)[cH:18][cH:17]2)[c:3]2[c:4]([n:5][cH:6][n:7]1)[cH:8][cH:9][s:10]2. As a reaction SMILES: [CH2:1]([B:2]([CH2:3][CH3:10])[c:4]1[cH:5][n:6][cH:7][cH:8][cH:9]1)[CH3:11].[CH2:45]1[O:46][CH2:47][CH2:48][CH2:49]1.[F:12][C:13]([F:14])([F:15])[S:16]([O:17][C:18]1=[CH:23][CH2:22][CH:21]2[C:19]1([CH3:20])[CH2:36][CH2:35][CH:34]1[CH:24]2[CH2:25][CH:26]=[C:27]2[CH:28]=[CH:29][CH2:30][CH2:31][C:32]21[CH3:33])(=[O:37])=[O:38].[Na+:39].[Na+:40].[O-:41][C:42](=[O:43])[O-:44]>>[c:4]1([C:18]2=[CH:23][CH2:22][CH:21]3[C:19]2([CH3:20])[CH2:36][CH2:35][CH:34]2[CH:24]3[CH2:25][CH:26]=[C:27]3[CH:28]=[CH:29][CH2:30][CH2:31][C:32]32[CH3:33])[cH:5][n:6][cH:7][cH:8][cH:9]1. The product is CC12CCC=CC1=CCC1C2CCC2(C)C(c3cccnc3)=CCC12. Reactants: CCB(CC)c1cccnc1, C1CCOC1, CC12CCC=CC1=CCC1C2CCC2(C)C(OS(=O)(=O)C(F)(F)F)=CCC12, [Na+], [Na+], O=C([O-])[O-]. The reactants are aromatic compounds, N1=C(C)C=CC2=CC=CC=C12 (quinaldine), compounds, N1=CC=C(C)C2=CC=CC=C12 (lepidine), CC=1N=CC2=CC=CC=C2C1 (3-methyl isoquinoline), C1(=CC=CC=C1O)C (o-Cresol), C1=NC=CC2=CC=CC=C12 (isoquinoline), CC=1C=CC=C2C=CC=NC12 (8-methyl quinoline). Product: N1=C(C)C=CC2=CC=CC=C12.C1(=CC=CC=C1O)C (Quinaldine o-Cresol). RXN SMILES: [C:1]1([CH3:8])[C:6]([OH:7])=[CH:5][CH:4]=[CH:3][CH:2]=1.C1C2C(=CC=CC=2)C=CN=1.[N:19]1[C:29]2[C:24](=[CH:25][CH:26]=[CH:27][CH:28]=2)[CH:23]=[CH:22][C:20]=1[CH3:21].CC1C=CC=C2C=1N=CC=C2.CC1N=CC2C(C=1)=CC=CC=2.N1C2C(=CC=CC=2)C(C)=CC=1>>[N:19]1[C:29]2[C:24](=[CH:25][CH:26]=[CH:27][CH:28]=2)[CH:23]=[CH:22][C:20]=1[CH3:21].[C:1]1([CH3:8])[C:6]([OH:7])=[CH:5][CH:4]=[CH:3][CH:2]=1 |f:6.7|. Reported procedure: BTX aromatic compounds 5.4%, o-Cresol 40.2%, isoquinoline 0.2%, unknown compounds 0.2% quinaldine 53.4%, 8-methyl quinoline 0.3%, 3-methyl isoquinoline 0.2%, lepidine 0.1%.